Dataset: the Open Reaction Database (ORD), a public repository of structured organic reaction records. Task: describe an organic reaction: reactants, conditions, products, and yield Reactants: CC(C)(C)OC(=O)N1CCCC1COc1cccc(C#N)c1, N#Cc1ccc(C(=O)O)cc1, CN1CCOCC1, CN(C)C=O, CCOC(C)=O, CCOC(=O)Cl, Cl, C1COCCO1. Product: N#Cc1ccc(C(=O)N2CCCC2COc2cccc(C#N)c2)cc1. As a reaction SMILES: [C:1]([O:2][C:6](=[O:7])[N:8]1[CH:9]([CH2:13][O:14][c:15]2[cH:16][c:17]([C:21]#[N:22])[cH:18][cH:19][cH:20]2)[CH2:10][CH2:11][CH2:12]1)([CH3:3])([CH3:4])[CH3:5].[C:24](#[N:25])[c:26]1[cH:27][cH:28][c:29]([C:30]([OH:31])=[O:32])[cH:33][cH:34]1.[CH3:35][N:36]1[CH2:37][CH2:38][O:39][CH2:40][CH2:41]1.[CH3:54][N:55]([CH3:56])[CH:57]=[O:58].[CH3:59][CH2:60][O:61][C:62](=[O:63])[CH3:64].[Cl:42][C:43]([O:44][CH2:45][CH3:46])=[O:47].[ClH:23].[O:48]1[CH2:49][CH2:50][O:51][CH2:52][CH2:53]1>>[C:6](=[O:7])([N:8]1[CH:9]([CH2:13][O:14][c:15]2[cH:16][c:17]([C:21]#[N:22])[cH:18][cH:19][cH:20]2)[CH2:10][CH2:11][CH2:12]1)[c:29]1[cH:28][cH:27][c:26]([C:24]#[N:25])[cH:34][cH:33]1. The reactants are CS(=O)(=O)Cl (methanesulfonyl chloride), NC12CCC(CC1)(CC2)C2=NC=1N(C(N(C(C1N2)=O)CCC)=O)CCC (8-(4-Amino-bicyclo[2.2.2]oct-1-yl)-1,3-dipropyl-3,7-dihydro-purine-2,6-dione), CS(=O)(=O)Cl (methanesulfonyl chloride). The solvent is CCOC(=O)C (EtOAc), N1=CC=CC=C1 (pyridine). The product is O=C1N(C(C=2NC(=NC2N1CCC)C12CCC(CC1)(CC2)NS(=O)(=O)C)=O)CCC (N-[4-(2,6-Dioxo-1,3-dipropyl-2,3,6,7-tetrahydro-1H-purin-8-yl)-bicyclo[2.2.2]oct-1-yl]-methanesulfonamide). RXN SMILES: [NH2:1][C:2]12[CH2:9][CH2:8][C:5]([C:10]3[NH:18][C:17]4[C:16](=[O:19])[N:15]([CH2:20][CH2:21][CH3:22])[C:14](=[O:23])[N:13]([CH2:24][CH2:25][CH3:26])[C:12]=4[N:11]=3)([CH2:6][CH2:7]1)[CH2:4][CH2:3]2.[CH3:27][S:28](Cl)(=[O:30])=[O:29]>N1C=CC=CC=1.CCOC(C)=O>[O:23]=[C:14]1[N:13]([CH2:24][CH2:25][CH3:26])[C:12]2[N:11]=[C:10]([C:5]34[CH2:8][CH2:9][C:2]([NH:1][S:28]([CH3:27])(=[O:30])=[O:29])([CH2:7][CH2:6]3)[CH2:3][CH2:4]4)[NH:18][C:17]=2[C:16](=[O:19])[N:15]1[CH2:20][CH2:21][CH3:22]. Reported procedure: To a solution 100 mg of 8-(4-Amino-bicyclo[2.2.2]oct-1-yl)-1,3-dipropyl-3,7-dihydro-purine-2,6-dione (Example 20), (0.28 mmol) in 2 ml of pyridine chilled in an ice/water bath was added 22 μL of methanesulfonyl chloride (0.28 mmol), 30% completion after 24 h at 10° C. Two more aliquots (22 μL and 50 μL) of methanesulfonyl chloride were added to drive the reaction to completion. The reaction mixture was concentrated in vacuo to afford a yellow oil which was taken up in EtOAc (10 ml) and washed tw... The reactants are CC(C)(C)OC(=O)NC1CC(C(N)=O)N(C(C)(C)C)C1, O=C(NC(Cc1ccccc1)C1CO1)OCc1ccccc1, CO, CCO, ClCCl. Product: CC(C)(C)OC(=O)NC1CC(C(=O)NCC(O)C(Cc2ccccc2)NC(=O)OCc2ccccc2)N(C(C)(C)C)C1. As a reaction SMILES: [C:1]([CH3:2])([CH3:3])([CH3:4])[O:5][C:6](=[O:7])[NH:8][CH:9]1[CH2:10][CH:11]([C:18](=[O:19])[NH2:20])[N:12]([C:14]([CH3:15])([CH3:16])[CH3:17])[CH2:13]1.[CH2:21]([c:22]1[cH:23][cH:24][cH:25][cH:26][cH:27]1)[O:28][C:29](=[O:30])[NH:31][CH:32]([CH:33]1[CH2:34][O:35]1)[CH2:36][c:37]1[cH:38][cH:39][cH:40][cH:41][cH:42]1.[CH3:43][OH:44].[CH3:45][CH2:46][OH:47].[Cl:48][CH2:49][Cl:50]>>[C:1]([CH3:2])([CH3:3])([CH3:4])[O:5][C:6](=[O:7])[NH:8][CH:9]1[CH2:10][CH:11]([C:18](=[O:19])[NH:20][CH2:34][CH:33]([CH:32]([NH:31][C:29]([O:28][CH2:21][c:22]2[cH:23][cH:24][cH:25][cH:26][cH:27]2)=[O:30])[CH2:36][c:37]2[cH:38][cH:39][cH:40][cH:41][cH:42]2)[OH:35])[N:12]([C:14]([CH3:15])([CH3:16])[CH3:17])[CH2:13]1. Reactants: CCOC(=O)CNC(=O)c1c[nH]c(C=O)c1C, C1CCNCC1, CNS(=O)(=O)c1ccc2c(c1)CC(=O)N2, CCO. The product is CCOC(=O)CNC(=O)c1c[nH]c(C=C2C(=O)Nc3ccc(S(=O)(=O)NC)cc32)c1C. As a reaction SMILES: [CH2:16]([CH3:17])[O:18][C:19]([CH2:20][NH:21][C:22](=[O:23])[c:24]1[cH:25][nH:26][c:27]([CH:30]=[O:31])[c:28]1[CH3:29])=[O:32].[CH2:33]1[CH2:34][CH2:35][NH:36][CH2:37][CH2:38]1.[CH3:1][NH:2][S:3](=[O:4])(=[O:5])[c:6]1[cH:7][c:8]2[c:12]([cH:13][cH:14]1)[NH:11][C:10](=[O:15])[CH2:9]2.[CH3:39][CH2:40][OH:41]>>[CH3:1][NH:2][S:3](=[O:4])(=[O:5])[c:6]1[cH:7][c:8]2[c:12]([cH:13][cH:14]1)[NH:11][C:10](=[O:15])[C:9]2=[CH:30][c:27]1[nH:26][cH:25][c:24]([C:22]([NH:21][CH2:20][C:19]([O:18][CH2:16][CH3:17])=[O:32])=[O:23])[c:28]1[CH3:29].